Task: describe an organic reaction: reactants, conditions, products, and yield. Dataset: the Open Reaction Database (ORD), a public repository of structured organic reaction records Starting materials: N1N=CC=C1 (pyrazole), ClCCl (dichloromethane), C=1(C(=CC=CC1)S(=O)(=O)Cl)C (toluene sulphonyl chloride). Run in N1=CC=CC=C1 (pyridine). Conditions: time 1 hour. Product: CC1=CC=C(C=C1)S(=O)(=O)N1N=CC=C1 (1-[(4-methylphenyl)sulfonyl]-1H-pyrazole). Isolated yield 76.0%. Reaction SMILES: [NH:1]1[CH:5]=[CH:4][CH:3]=[N:2]1.Cl[CH2:7]Cl.[C:9]1(C)[C:10]([S:15](Cl)(=[O:17])=[O:16])=[CH:11][CH:12]=[CH:13][CH:14]=1>N1C=CC=CC=1>[CH3:7][C:13]1[CH:14]=[CH:9][C:10]([S:15]([N:1]2[CH:5]=[CH:4][CH:3]=[N:2]2)(=[O:16])=[O:17])=[CH:11][CH:12]=1. Procedure details: To a solution of pyrazole (2 g, 29.0 mmol), dichloromethane (20 ml) and pyridine (5 ml) was added 4 toluene sulphonyl chloride (6.89 g, 36 mmol) and the reaction mixture stirred at ambient temperature for 1 hour. The reaction mixture was partitioned between dichlormethane and an aqueous solution of sodium bicarbonate. The organic layer was separated, dried over magnesium sulfate and evaporated under reduced pressure. The residue as purified by flash chromatography on silica eluting with a mixtur... The reactants are FC1=CC(=C(N)C=C1)C (4-fluoro-2-methylaniline), CC=1C(=NC(=NC1CC)Cl)N1CC2=CC=CC=C2CC1 (5-methyl-6-ethyl-4-(1,2,3,4-tetrahydroisoquinolin-2-yl)-2-chloropyrimidine). Run in CN(C=O)C (dimethylformamide). The product is Cl.CC=1C(=NC(=NC1CC)NC1=C(C=C(C=C1)F)C)N1CC2=CC=CC=C2CC1 (5-Methyl-6-ethyl-2-(2-methyl-4-fluorophenylamino)-4-(1,2,3,4-tetrahydroisoquinolin-2-yl)pyrimidine hydrochloride). Isolated yield 53.5%. RXN SMILES: [F:1][C:2]1[CH:8]=[CH:7][C:5]([NH2:6])=[C:4]([CH3:9])[CH:3]=1.[CH3:10][C:11]1[C:12]([N:20]2[CH2:29][CH2:28][C:27]3[C:22](=[CH:23][CH:24]=[CH:25][CH:26]=3)[CH2:21]2)=[N:13][C:14]([Cl:19])=[N:15][C:16]=1[CH2:17][CH3:18]>CN(C)C=O>[ClH:19].[CH3:10][C:11]1[C:12]([N:20]2[CH2:29][CH2:28][C:27]3[C:22](=[CH:23][CH:24]=[CH:25][CH:26]=3)[CH2:21]2)=[N:13][C:14]([NH:6][C:5]2[CH:7]=[CH:8][C:2]([F:1])=[CH:3][C:4]=2[CH3:9])=[N:15][C:16]=1[CH2:17][CH3:18] |f:3.4|. Reported procedure: After 4-fluoro-2-methylaniline(0.5 ml, 3.6 mmol) was added to a mixture solution of 5-methyl-6-ethyl-4-(1,2,3,4-tetrahydroisoquinolin-2-yl)-2-chloropyrimidine(0.7 g, 2.4 mmol) and dimethylformamide(5 ml), 0.53 g of the titled compound was obtained in accordance with the same procedure as in Step 2 of Example 1. Starting materials: CC(=O)CCC(=S)Cl, O=C(O)CNC1Cc2ccccc2C1. Product: CC(=O)CCC(=S)N(CC(=O)O)C1Cc2ccccc2C1. As a reaction SMILES: [C:15]([CH3:16])(=[O:17])[CH2:18][CH2:19][C:20](=[S:21])[Cl:22].[CH2:1]1[CH:2]([NH:10][CH2:11][C:12](=[O:13])[OH:14])[CH2:3][c:4]2[cH:5][cH:6][cH:7][cH:8][c:9]21>>[CH2:1]1[CH:2]([N:10]([CH2:11][C:12](=[O:13])[OH:14])[C:20]([CH2:19][CH2:18][C:15]([CH3:16])=[O:17])=[S:21])[CH2:3][c:4]2[cH:5][cH:6][cH:7][cH:8][c:9]21. The reactants are C(C1=CC=CC=C1)NS(=O)(=O)C1=C(C(=CC=C1Cl)[N+](=O)[O-])O (N-benzyl-6-chloro-2-hydroxy-3-nitrobenzenesulfonamide). Reagents/catalysts: [Pd] (Pd/C). Run in C(C)(=O)OCC (ethyl acetate). Run at time 1 hour. Yields the product C(C1=CC=CC=C1)NS(=O)(=O)C1=C(C(=CC=C1Cl)N)O (N-Benzyl-3-amino-6-chloro-2-hydroxybenzenesulfonamide). The yield is 86.1%. As a reaction SMILES: [CH2:1]([NH:8][S:9]([C:12]1[C:17]([Cl:18])=[CH:16][CH:15]=[C:14]([N+:19]([O-])=O)[C:13]=1[OH:22])(=[O:11])=[O:10])[C:2]1[CH:7]=[CH:6][CH:5]=[CH:4][CH:3]=1>C(OCC)(=O)C.[Pd]>[CH2:1]([NH:8][S:9]([C:12]1[C:17]([Cl:18])=[CH:16][CH:15]=[C:14]([NH2:19])[C:13]=1[OH:22])(=[O:11])=[O:10])[C:2]1[CH:7]=[CH:6][CH:5]=[CH:4][CH:3]=1. Procedure details: To a solution of N-benzyl-6-chloro-2-hydroxy-3-nitrobenzenesulfonamide (180 mg, 0.52 mmol) in ethyl acetate, was added 10% Pd/C (70 mg). The mixture was flushed with argon, then stirred under a hydrogen atmosphere at balloon pressure for 1 hour at room temperature. The mixture was filtered through celite and the celite was washed with methanol. The solvent was evaporated to give the desired product (140 mg, 85%). 1H NMR (DMSO-d6): δ 8.73 (t, 1H), 7.24 (m, 5H), 6.78 (d, 1H), 4.09 (d, 2H). Reactants: ClC1=C(C=CC(=C1)Cl)CC(=O)N1C(CC1)(C(=O)O)C (1-[2-(2,4-dichloro-phenyl)-acetyl]-2-methyl-azetidine-2-carboxylic acid), Intermediate 120, C1CCOC1 (THF), TEA, CN(C)C(=[N+](C)C)ON1C2=C(C=CC=C2)N=N1.[B-](F)(F)(F)F (TBTU), CC1=CC=C(CN)C=C1 (4-methyl-benzylamine). The solvent is CN(C)C=O (DMF). Reaction conditions: temperature 20 celsius, time 30 minute. Product: CC1=CC=C(CNC(=O)C2(N(CC2)C(CC2=C(C=C(C=C2)Cl)Cl)=O)C)C=C1 (1-[2-(2,4-dichloro-phenyl)-acetyl]-2-methyl-azetidine-2-carboxylic acid 4-methyl-benzylamide). Reaction SMILES: [Cl:1][C:2]1[CH:7]=[C:6]([Cl:8])[CH:5]=[CH:4][C:3]=1[CH2:9][C:10]([N:12]1[CH2:15][CH2:14][C:13]1([CH3:19])[C:16]([OH:18])=O)=[O:11].C1COCC1.CN(C(ON1N=NC2C=CC=CC1=2)=[N+](C)C)C.[B-](F)(F)(F)F.[CH3:47][C:48]1[CH:55]=[CH:54][C:51]([CH2:52][NH2:53])=[CH:50][CH:49]=1>CN(C=O)C>[CH3:47][C:48]1[CH:55]=[CH:54][C:51]([CH2:52][NH:53][C:16]([C:13]2([CH3:19])[CH2:14][CH2:15][N:12]2[C:10](=[O:11])[CH2:9][C:3]2[CH:4]=[CH:5][C:6]([Cl:8])=[CH:7][C:2]=2[Cl:1])=[O:18])=[CH:50][CH:49]=1 |f:2.3|. Procedure: To a solution of 1-[2-(2,4-dichloro-phenyl)-acetyl]-2-methyl-azetidine-2-carboxylic acid, Intermediate 120 (1 eq.) in either THF or DMF was added TEA (4 eq.) and TBTU (2 eq.). The reaction was stirred at 20° C. for 30 min, then 4-methyl-benzylamine (1.5 eq.) was added. The reaction was stirred at 20° C. for 72 h. The crude was concentrated under reduced pressure then partitioned between water and EtOAc. The organic layer was washed twice with water, dried over MgSO4, filtered and concentrated un... Starting materials: C(CC)N1CCC(CC1)C(=O)N (1-propylpiperidine-4-carboxamide), [H-].[H-].[H-].[H-].[Li+].[Al+3] (LAH), [H-].[H-].[H-].[H-].[Li+].[Al+3] (LAH), [OH-].[Na+] (NaOH), [O-]S(=O)(=O)[O-].[Na+].[Na+] (Na2SO4). The solvent is C1CCOC1 (THF), O (H2O), O (H2O). Reaction conditions: time 10 minute. Yields the product NCC1CCN(CC1)CCC (4-Aminomethyl-1-propylpiperidine). Isolated yield 81.6%. RXN SMILES: [CH2:1]([N:4]1[CH2:9][CH2:8][CH:7]([C:10]([NH2:12])=O)[CH2:6][CH2:5]1)[CH2:2][CH3:3].[H-].[H-].[H-].[H-].[Li+].[Al+3].[OH-].[Na+].[O-]S([O-])(=O)=O.[Na+].[Na+]>C1COCC1.O>[NH2:12][CH2:10][CH:7]1[CH2:8][CH2:9][N:4]([CH2:1][CH2:2][CH3:3])[CH2:5][CH2:6]1 |f:1.2.3.4.5.6,7.8,9.10.11|. Procedure: A mixture of 1-propylpiperidine-4-carboxamide (1.2 g, 7.06 mmol) in 50 mL THF was treated in one portion with LAH (0.98 g, 14.2 mmol). The mixture was heated at reflux for 2 hours. On cooling the excess LAH was decomposed by the stepwise addition of H2O, 1N NaOH, H2O and Na2SO4 (v/v/v/w-1;1;3;12.5 based on 1 gram of LAH). After stirring for 10 min the solids were filtered and washed with EtOAc. The solvent was removed (rotovap) to give 0.9 g of title compound as a yellow oil.